From a dataset of the Open Reaction Database (ORD), a public repository of structured organic reaction records. describe an organic reaction: reactants, conditions, products, and yield Starting materials: O=S(=O)(Cl)c1ccccc1F, COc1cc(C(=O)c2cn(C(C)C)c3ncnc(N)c23)cc(N)n1, c1ccncc1. Product: COc1cc(C(=O)c2cn(C(C)C)c3ncnc(N)c23)cc(NS(=O)(=O)c2ccccc2F)n1. As a reaction SMILES: [F:1][c:2]1[c:3]([S:8](=[O:9])(=[O:10])[Cl:11])[cH:4][cH:5][cH:6][cH:7]1.[NH2:12][c:13]1[c:14]2[c:15]([n:16][cH:17][n:18]1)[n:19]([CH:33]([CH3:34])[CH3:35])[cH:20][c:21]2[C:22](=[O:23])[c:24]1[cH:25][c:26]([NH2:32])[n:27][c:28]([O:30][CH3:31])[cH:29]1.[cH:36]1[cH:37][cH:38][n:39][cH:40][cH:41]1>>[F:1][c:2]1[c:3]([S:8](=[O:9])(=[O:10])[NH:32][c:26]2[cH:25][c:24]([C:22]([c:21]3[c:14]4[c:13]([NH2:12])[n:18][cH:17][n:16][c:15]4[n:19]([CH:33]([CH3:34])[CH3:35])[cH:20]3)=[O:23])[cH:29][c:28]([O:30][CH3:31])[n:27]2)[cH:4][cH:5][cH:6][cH:7]1.